Dataset: the Open Reaction Database (ORD), a public repository of structured organic reaction records. Task: describe an organic reaction: reactants, conditions, products, and yield The reactants are CCc1nc2c(C)cc(C)nc2n1-c1ccc(CCNC(=O)NS(=O)(=O)c2ccc(C)cc2)cc1, CN, O. Yields the product CCc1nc2c(C)cc(C)nc2n1-c1ccc(CCN(C)C(=O)NS(=O)(=O)c2ccc(C)cc2)cc1. RXN SMILES: [CH2:1]([CH3:2])[c:3]1[n:4][c:5]2[c:6]([n:7][c:8]([CH3:12])[cH:9][c:10]2[CH3:11])[n:13]1-[c:14]1[cH:15][cH:16][c:17]([CH2:20][CH2:21][NH:22][C:23](=[O:24])[NH:25][S:26](=[O:27])(=[O:28])[c:29]2[cH:30][cH:31][c:32]([CH3:35])[cH:33][cH:34]2)[cH:18][cH:19]1.[CH3:36][NH2:37].[OH2:38]>>[CH2:1]([CH3:2])[c:3]1[n:4][c:5]2[c:6]([n:7][c:8]([CH3:12])[cH:9][c:10]2[CH3:11])[n:13]1-[c:14]1[cH:15][cH:16][c:17]([CH2:20][CH2:21][N:22]([C:23](=[O:24])[NH:25][S:26](=[O:27])(=[O:28])[c:29]2[cH:30][cH:31][c:32]([CH3:35])[cH:33][cH:34]2)[CH3:36])[cH:18][cH:19]1. Reactants: C=C1CC(=O)O1 (diketene), NC(=O)OCC (urethane). The solvent is C(C)(=O)O (acetic acid). Yields the product C(=O)(OCC)NC(CC(=O)C)=O (N-carbethoxyacetoacetamide). Yield: 42.7%. Reaction SMILES: [CH2:1]=[C:2]1[O:6][C:4](=[O:5])[CH2:3]1.[NH2:7][C:8]([O:10][CH2:11][CH3:12])=[O:9]>C(O)(=O)C>[C:8]([NH:7][C:4](=[O:5])[CH2:3][C:2]([CH3:1])=[O:6])([O:10][CH2:11][CH3:12])=[O:9]. Procedure details: A mixture of diketene (25 g), urethane (20 g), and acetic acid (75 ml) was refluxed for 25 minutes. Evaporation of the acetic acid under reduced pressure gave a syrup which crystallized on scratching. Recrystallization from benzene gave 16.6 g (32.5%) of N-carbethoxyacetoacetamide as colorless needles. Starting materials: [Br-], [Br-], [Br-], CCOC(=O)C(C(=O)OCC)c1cc(N)ccc1Cl, CCCC[N+](CCCC)(CCCC)CCCC, CCCC[N+](CCCC)(CCCC)CCCC, CCCC[N+](CCCC)(CCCC)CCCC, CO, ClCCl. Product: CCOC(=O)C(C(=O)OCC)c1cc(N)c(Br)cc1Cl. Reaction SMILES: [Br-:20].[Br-:21].[Br-:22].[CH2:1]([CH3:2])[O:3][C:4]([CH:5]([C:6](=[O:7])[O:8][CH2:9][CH3:10])[c:11]1[c:12]([Cl:18])[cH:13][cH:14][c:15]([NH2:17])[cH:16]1)=[O:19].[CH2:23]([N+:24]([CH2:25][CH2:26][CH2:27][CH3:28])([CH2:29][CH2:30][CH2:31][CH3:32])[CH2:33][CH2:34][CH2:35][CH3:36])[CH2:37][CH2:38][CH3:39].[CH2:40]([N+:41]([CH2:42][CH2:43][CH2:44][CH3:45])([CH2:46][CH2:47][CH2:48][CH3:49])[CH2:50][CH2:51][CH2:52][CH3:53])[CH2:54][CH2:55][CH3:56].[CH2:57]([N+:58]([CH2:59][CH2:60][CH2:61][CH3:62])([CH2:63][CH2:64][CH2:65][CH3:66])[CH2:67][CH2:68][CH2:69][CH3:70])[CH2:71][CH2:72][CH3:73].[CH3:77][OH:78].[Cl:74][CH2:75][Cl:76]>>[CH2:1]([CH3:2])[O:3][C:4]([CH:5]([C:6](=[O:7])[O:8][CH2:9][CH3:10])[c:11]1[c:12]([Cl:18])[cH:13][c:14]([Br:20])[c:15]([NH2:17])[cH:16]1)=[O:19]. The reactants are O (water), [OH-].[Li+] (Lithium hydroxide), CC(C)(C)OCCC(=O)NC1=CC=C2C=C(N(C2=C1)C(=O)OCCC(C)(C)C)C(=O)[O-] (1-(1,1-dimethylethyl)2-ethyl 6-({3-[(1,1-dimethylethyl)oxy]propanoyl}amino)-1H-indole-1,2-dicarboxylate), CO (methanol). Solvent: C1CCOC1 (THF). Conditions: temperature 50 celsius. Product: CC(C)(C)OC(=O)N1C(=CC2=CC=C(C=C12)NC(CCOC(C)(C)C)=O)C(=O)O (1-{[(1,1-dimethylethyl)oxy]carbonyl}-6-({3-[(1,1-dimethylethyl)oxy]propanoyl}amino)-1H-indole-2-carboxylic acid). The yield is 162.7%. Reaction SMILES: [OH-].[Li+].[CH3:3][C:4]([O:7][CH2:8][CH2:9][C:10]([NH:12][C:13]1[CH:21]=[C:20]2[C:16]([CH:17]=[C:18]([C:31]([O-:33])=[O:32])[N:19]2[C:22]([O:24]CCC(C)(C)C)=[O:23])=[CH:15][CH:14]=1)=[O:11])([CH3:6])[CH3:5].CO.O>C1COCC1>[CH3:3][C:4]([O:24][C:22]([N:19]1[C:20]2[C:16](=[CH:15][CH:14]=[C:13]([NH:12][C:10](=[O:11])[CH2:9][CH2:8][O:7][C:4]([CH3:3])([CH3:6])[CH3:5])[CH:21]=2)[CH:17]=[C:18]1[C:31]([OH:33])=[O:32])=[O:23])([CH3:6])[CH3:5] |f:0.1|. Procedure: Lithium hydroxide (0.037 g, 1.55 mmol) was added to a solution of 1-(1,1-dimethylethyl)2-ethyl 6-({3-[(1,1-dimethylethyl)oxy]propanoyl}amino)-1H-indole-1,2-dicarboxylate (0.067 g, 0.155 mmol) in THF:methanol:water/3:1:1 (3 mL). The mixture was heated at 50° C. for 1 hr. The solvent was evaporated and the residue was dissolved in water, acidified with 1N aqueous HCl and extracted with ethyl acetate. The organic layer was dried over sodium sulfate and concentrated to give the title compound (0.051... Run at temperature 50 celsius. Procedure details: 1-(2,2-Dimethylpropyl)-5-[2-(4-methoxyphenyl)-2-azabicyclo[2.2.2]oct-5-en-5-yl]-3-methyl-1,3-dihydro-2H-imidazo[4,5-b]pyridin-2-one (2-4, 339 mg, 0.78 mmol, 1.0 equiv) was added to CH3CN (7 mL) and water (7 mL) To this suspension was added aqueous H2SO4 (0.78 mL, 0.78 mmol, 1.0 equiv, 1.0 M) followed by periodic acid in one portion (179 mg, 0.78 mmol, 1.0 equiv). The reaction contents were heated to 50° C. for 18 h. Following this duration, The reactants are I(=O)(=O)(=O)O (periodic acid), CC(CN1C(N(C2=NC(=CC=C21)C=2C1CN(C(C2)CC1)C1=CC=C(C=C1)OC)C)=O)(C)C (1-(2,2-Dimethylpropyl)-5-[2-(4-methoxyphenyl)-2-azabicyclo[2.2.2]oct-5-en-5-yl]-3-methyl-1,3-dihydro-2H-imidazo[4,5-b]pyridin-2-one), CC#N (CH3CN), OS(=O)(=O)O (H2SO4). As a reaction SMILES: [CH3:1][C:2]([CH3:32])([CH3:31])[CH2:3][N:4]1[C:12]2[C:7](=[N:8][C:9]([C:13]3[CH:14]4[CH2:20][CH2:19][CH:17]([CH:18]=3)[N:16](C3C=CC(OC)=CC=3)[CH2:15]4)=[CH:10][CH:11]=2)[N:6]([CH3:29])[C:5]1=[O:30].CC#N.OS(O)(=O)=O.I(O)(=O)(=O)=O>O>[CH:17]12[CH2:19][CH2:20][CH:14]([C:13]([C:9]3[N:8]=[C:7]4[N:6]([CH3:29])[C:5](=[O:30])[N:4]([CH2:3][C:2]([CH3:31])([CH3:32])[CH3:1])[C:12]4=[CH:11][CH:10]=3)=[CH:18]1)[CH2:15][NH:16]2. Run in O (water). Yields the product C12NCC(C(=C1)C1=CC=C3C(=N1)N(C(N3CC(C)(C)C)=O)C)CC2 (5-(2-Azabicyclo[2.2.2]oct-5-en-5-yl)-1-(2,2-dimethylpropyl)-3-methyl-1,3-dihydro-2H-imidazo[4,5-b]pyridin-2-one). Starting materials: COC=1C=C(C=C(C1OC)OC)N1CCN(CC1)C(=S)S (4-(3,4,5-trimethoxyphenyl)-1-piperazinecarbodithioic acid), CI (methyl iodide), [OH-].[Na+] (sodium hydroxide). The solvent is CO (methanol), CO (methanol), [Cl-].[Na+] (sodium chloride). Conditions: time 1 hour. Product: COC=1C=C(C=C(C1OC)OC)N1CCN(CC1)C(=S)SC (Methyl 4-(3,4,5-trimethoxyphenyl)-1-piperazinecarbodithioate). Isolated yield 50.8%. Reaction SMILES: [CH3:1][O:2][C:3]1[CH:4]=[C:5]([N:13]2[CH2:18][CH2:17][N:16]([C:19]([SH:21])=[S:20])[CH2:15][CH2:14]2)[CH:6]=[C:7]([O:11][CH3:12])[C:8]=1[O:9][CH3:10].[OH-].[Na+].[CH3:24]I>CO.[Cl-].[Na+]>[CH3:1][O:2][C:3]1[CH:4]=[C:5]([N:13]2[CH2:14][CH2:15][N:16]([C:19]([S:21][CH3:24])=[S:20])[CH2:17][CH2:18]2)[CH:6]=[C:7]([O:11][CH3:12])[C:8]=1[O:9][CH3:10] |f:1.2,5.6|. Procedure details: In a nitrogen atmosphere, 1.5 g (4.6 mmol.) of 4-(3,4,5-trimethoxyphenyl)-1-piperazinecarbodithioic acid was suspended in methanol. After addition of 0.2 g of granular sodium hydroxide, the suspension was stirred at room temperature for one hour. The reaction mixture was chilled in a mixture of ice and sodium chloride. To the reaction mixture was dropwise added a solution of 0.29 ml of methyl iodide in 3.7 ml of methanol. After the addition was complete, the mixture was stirred at room temperatu... The reactants are ClCC(=O)Cl (chloroacetyl chloride), C(C1=CC=CC=C1)NNCC(C(C1=CC=CC=C1)OC1=C(C=CC=C1)OC)O (N-benzylamino-2-hydroxy-3-(2-methoxy-phenoxy)-3-phenyl-propylamine), [OH-].[Na+] (NaOH), O (water). The solvent is C(Cl)Cl (CH2Cl2), C(Cl)Cl (CH2Cl2). Run at temperature -50 celsius. Product: C(C1=CC=CC=C1)N(C(CCl)=O)CC(C(C1=CC=CC=C1)OC1=C(C=CC=C1)OC)O (N-benzyl-N-chloroacetyl-2-hydroxy-3-(2-methoxy-phenoxy)-3-phenylpropylamine). Isolated yield 93.0%. Reaction SMILES: C(N[NH:9][CH2:10][CH:11]([OH:28])[CH:12]([O:19][C:20]1[CH:25]=[CH:24][CH:23]=[CH:22][C:21]=1[O:26][CH3:27])[C:13]1[CH:18]=[CH:17][CH:16]=[CH:15][CH:14]=1)C1C=CC=CC=1.[OH-].[Na+].O.[Cl:32][CH2:33][C:34](Cl)=[O:35]>C(Cl)Cl>[CH2:12]([N:9]([CH2:10][CH:11]([OH:28])[CH:12]([O:19][C:20]1[CH:25]=[CH:24][CH:23]=[CH:22][C:21]=1[O:26][CH3:27])[C:13]1[CH:14]=[CH:15][CH:16]=[CH:17][CH:18]=1)[C:34](=[O:35])[CH2:33][Cl:32])[C:13]1[CH:18]=[CH:17][CH:16]=[CH:15][CH:14]=1 |f:1.2|. Procedure: To a solution of N-benzylamino-2-hydroxy-3-(2-methoxy-phenoxy)-3-phenyl-propylamine (3.5 g) in CH2Cl2 (60 ml), NaOH (0.6 g) and water (16 ml) were added at 0° C. The whole was cooled to -50° C. and chloroacetyl chloride (1.1 ml) diluted in CH2Cl2 (10 ml) was added dropwise. The organic extracts were combined and washed with a saturated solution of NaCl, drying was carried out over Na2SO4 and the solution was then evaporated to dryness, so obtaining N-benzyl-N-chloroacetyl-2-hydroxy-3-(2-methoxy-... Reactants: [H][H] (hydrogen), [N+](=O)([O-])C1=CC=C(C(=O)Cl)C=C1 (4-nitro-benzoyl chloride), C(CCC)OP(OCCCC)(=O)C(CC)O (α-hydroxy-propanephosphonic acid dibutyl ester), N1=CC=CC=C1 (pyridine). The solvent is C(C)#N (acetonitrile), C(C)#N (acetonitrile). The product is C(CCC)OP(OCCCC)(=O)C(CC)OC(C1=CC=C(C=C1)N)=O (α-(4-amino-benzoyl-oxy)-propanephosphonic acid dibutyl ester). Yield: 42.5%. RXN SMILES: [N+:1]([C:4]1[CH:12]=[CH:11][C:7]([C:8](Cl)=[O:9])=[CH:6][CH:5]=1)([O-])=O.[CH2:13]([O:17][P:18]([CH:25]([OH:28])[CH2:26][CH3:27])(=[O:24])[O:19][CH2:20][CH2:21][CH2:22][CH3:23])[CH2:14][CH2:15][CH3:16].N1C=CC=CC=1.[H][H]>C(#N)C>[CH2:13]([O:17][P:18]([CH:25]([O:28][C:8](=[O:9])[C:7]1[CH:11]=[CH:12][C:4]([NH2:1])=[CH:5][CH:6]=1)[CH2:26][CH3:27])(=[O:24])[O:19][CH2:20][CH2:21][CH2:22][CH3:23])[CH2:14][CH2:15][CH3:16]. Reported procedure: A solution of 15 g of 4-nitro-benzoyl chloride in 100 ml of acetonitrile is added dropwise to a solution of 20 g of α-hydroxy-propanephosphonic acid dibutyl ester and 8 g of pyridine in 20 ml of acetonitrile at 0° C. After 16 hours the mixture is filtered, the filtrate is evaporated and the residue is extracted with 200 ml of diethyl ether. After evaporation, and purification by column chromatography, 13 g of pure α-(4-nitro-benzoyloxy)-propanephosphonic acid dibutyl ester are obtained. This is ...